From a dataset of the Open Reaction Database (ORD), a public repository of structured organic reaction records. describe an organic reaction: reactants, conditions, products, and yield Starting materials: COCCOC, CC(C)OCCC=CCCl, [K+], [OH-], CC(=O)c1ccc(O)cc1. Product: CC(=O)c1ccc(OCC=CCCOC(C)C)cc1. As a reaction SMILES: [CH3:23][O:24][CH2:25][CH2:26][O:27][CH3:28].[Cl:13][CH2:14][CH:15]=[CH:16][CH2:17][CH2:18][O:19][CH:20]([CH3:21])[CH3:22].[K+:2].[OH-:1].[OH:3][c:4]1[cH:5][cH:6][c:7]([C:10]([CH3:11])=[O:12])[cH:8][cH:9]1>>[O:3]([c:4]1[cH:5][cH:6][c:7]([C:10]([CH3:11])=[O:12])[cH:8][cH:9]1)[CH2:14][CH:15]=[CH:16][CH2:17][CH2:18][O:19][CH:20]([CH3:21])[CH3:22].